This data is from the Open Reaction Database (ORD), a public repository of structured organic reaction records. The task is: describe an organic reaction: reactants, conditions, products, and yield Reactants: O (water), N1=C(SC2=NC=CC=C21)S (thiazolo[5,4-b]pyridine-2-thiol), FC(=C(CCBr)F)F (1,1,2-trifluoro-4-bromobutene), C([O-])([O-])=O.[K+].[K+] (potassium carbonate). Run in C(C)N(C=O)CC (N,N-diethyl formamide). Run at temperature 60 celsius, time 24 hour. Product: hexanes ethyl acetate, FC(CCSC=1SC2=NC=CC=C2N1)=C(F)F (2-(3,4,4-Trifluoro-but-3-enylsulfanyl)-thiazolo[5,4-b]pyridine). Yield: 87.4%. As a reaction SMILES: [N:1]1[C:9]2[C:4](=[N:5][CH:6]=[CH:7][CH:8]=2)[S:3][C:2]=1[SH:10].[F:11][C:12]([F:18])=[C:13]([F:17])[CH2:14][CH2:15]Br.C(=O)([O-])[O-].[K+].[K+].O>C(N(CC)C=O)C>[F:17][C:13](=[C:12]([F:18])[F:11])[CH2:14][CH2:15][S:10][C:2]1[S:3][C:4]2[C:9]([N:1]=1)=[CH:8][CH:7]=[CH:6][N:5]=2 |f:2.3.4|. Procedure: A solution of thiazolo[5,4-b]pyridine-2-thiol (6.2 g) in N,N-diethyl formamide under nitrogen was treated with 1,1,2-trifluoro-4-bromobutene (8.3 g) and potassium carbonate (1.5 g), stirred at 60° C. for 24 hours, cooled, and poured into water. The resultant aqueous mixture was extracted with diethyl ether. The organic extract was dried over anhydrous sodium sulfate and concentrated in vacuo to obtain a residue. Column chromatography of the residue using silica gel and a 9:1 hexanes/ethyl acetat... Reactants: COC1=C(C=2C3=C(C(NC2C(=C1)C)=O)SC=C3)C3=CC=C(C=C3)C(CS(=O)(=O)N)C (2-(4-(8-methoxy-6-methyl-4-oxo-4,5-dihydrothieno[2,3-c]quinolin-9-yl)phenyl)propane-1-sulfonamide), BrB(Br)Br (tribromoborane). The product is OC1=C(C=2C3=C(C(NC2C(=C1)C)=O)SC=C3)C3=CC=C(C=C3)C(CS(=O)(=O)N)C (2-(4-(8-hydroxy-6-methyl-4-oxo-4,5-dihydrothieno[2,3-c]quinolin-9-yl)phenyl)propane-1-sulfonamide). Yield: 45.4%. Reaction SMILES: C[O:2][C:3]1[CH:12]=[C:11]([CH3:13])[C:10]2[NH:9][C:8](=[O:14])[C:7]3[S:15][CH:16]=[CH:17][C:6]=3[C:5]=2[C:4]=1[C:18]1[CH:23]=[CH:22][C:21]([CH:24]([CH3:30])[CH2:25][S:26]([NH2:29])(=[O:28])=[O:27])=[CH:20][CH:19]=1.BrB(Br)Br>>[OH:2][C:3]1[CH:12]=[C:11]([CH3:13])[C:10]2[NH:9][C:8](=[O:14])[C:7]3[S:15][CH:16]=[CH:17][C:6]=3[C:5]=2[C:4]=1[C:18]1[CH:19]=[CH:20][C:21]([CH:24]([CH3:30])[CH2:25][S:26]([NH2:29])(=[O:28])=[O:27])=[CH:22][CH:23]=1. Procedure: Following General Procedure F, 2-(4-(8-methoxy-6-methyl-4-oxo-4,5-dihydrothieno[2,3-c]quinolin-9-yl)phenyl)propane-1-sulfonamide (16 mg, 0.036 mmol) was reacted with tribromoborane (1.0 M in methylene chloride, 1.0 mL, 1.0 mmol) to afford the desired product (7.0 mg, 44%) as a light brown solid: 1H NMR (500 MHz, CD3OD) δ 7.68 (d, J=8.4 Hz, 2H), 7.54 (d, J=5.4 Hz, 1H), 7.41 (d, J=8.4 Hz, 2H), 7.07 (s, 1H), 6.08 (d, J=5.4 Hz, 1H), 2.57 (s, 3H), 1.86 (s, 6H); ESI MS m/z 429 [C21H20N2O4S2+H]+; HPLC ... The reactants are FC(CCCCCCCCCCCCCCCNC1=CC=C(C(=O)O)C=C1)(F)F (4-[15-(trifluoromethyl)pentadecylamino]benzoic acid), C(=O)(OCC1=CC=CC=C1)Cl (carbobenzyloxy chloride), C(Cl)(Cl)Cl (chloroform), C([O-])([O-])=O.[Na+].[Na+] (sodium carbonate). Solvent: O (water). Conditions: temperature 40 celsius, time 2 hour. The product is C(=O)(OCC1=CC=CC=C1)N(C1=CC=C(C(=O)Cl)C=C1)CCCCCCCCCCCCCCCC(F)(F)F (4-[N-carbobenzyloxy-15-(trifluoromethyl)pentadecylamino]benzoyl chloride). RXN SMILES: [F:1][C:2]([F:29])([F:28])[CH2:3][CH2:4][CH2:5][CH2:6][CH2:7][CH2:8][CH2:9][CH2:10][CH2:11][CH2:12][CH2:13][CH2:14][CH2:15][CH2:16][CH2:17][NH:18][C:19]1[CH:27]=[CH:26][C:22]([C:23]([OH:25])=O)=[CH:21][CH:20]=1.C(Cl)(Cl)[Cl:31].C(=O)([O-])[O-].[Na+].[Na+].[C:40](Cl)([O:42][CH2:43][C:44]1[CH:49]=[CH:48][CH:47]=[CH:46][CH:45]=1)=[O:41]>O>[C:40]([N:18]([CH2:17][CH2:16][CH2:15][CH2:14][CH2:13][CH2:12][CH2:11][CH2:10][CH2:9][CH2:8][CH2:7][CH2:6][CH2:5][CH2:4][CH2:3][C:2]([F:1])([F:29])[F:28])[C:19]1[CH:20]=[CH:21][C:22]([C:23]([Cl:31])=[O:25])=[CH:26][CH:27]=1)([O:42][CH2:43][C:44]1[CH:45]=[CH:46][CH:47]=[CH:48][CH:49]=1)=[O:41] |f:2.3.4|. Procedure details: To 15 g. 4-[15-(trifluoromethyl)pentadecylamino]benzoic acid in 200 ml. warm chloroform is added a solution of 15 g. of sodium carbonate in 150 ml. water. To the vigorously stirred solution is added 10 g. carbobenzyloxy chloride. After 2 hours stirring at 40° C., the layers are separated, washed three times with 1 N hydrochloric acid, dried, and evaporated to an oil. The oil is dissolved in 300 ml. toluene, treated with 15 ml. thionyl chloride and the solution is refluxed for 5 hours. The solven... The reactants are COC(=O)C(Br)c1ccc(Oc2ccc(Cl)cc2)cc1, C[O-], CO, Oc1ccc(C2CCCCC2)cc1, [I-], [K+], [Na+], O, c1ccccc1. As a reaction SMILES: [Br:19][CH:20]([C:21](=[O:22])[O:23][CH3:24])[c:25]1[cH:26][cH:27][c:28]([O:31][c:32]2[cH:33][cH:34][c:35]([Cl:38])[cH:36][cH:37]2)[cH:29][cH:30]1.[CH3:1][O-:2].[CH3:39][OH:40].[CH:4]1([c:10]2[cH:11][cH:12][c:13]([OH:16])[cH:14][cH:15]2)[CH2:5][CH2:6][CH2:7][CH2:8][CH2:9]1.[I-:18].[K+:17].[Na+:3].[OH2:47].[cH:41]1[cH:42][cH:43][cH:44][cH:45][cH:46]1>>[CH:4]1([c:10]2[cH:11][cH:12][c:13]([O:16][CH:20]([C:21](=[O:22])[O:23][CH3:24])[c:25]3[cH:26][cH:27][c:28]([O:31][c:32]4[cH:33][cH:34][c:35]([Cl:38])[cH:36][cH:37]4)[cH:29][cH:30]3)[cH:14][cH:15]2)[CH2:5][CH2:6][CH2:7][CH2:8][CH2:9]1. Product: COC(=O)C(Oc1ccc(C2CCCCC2)cc1)c1ccc(Oc2ccc(Cl)cc2)cc1. Reactants: ClC=1C=C2C=3C=CN=CC3NC2=C(C1)NC(=O)C1COC(CN1CC(=O)O)(C)C ([5-(6-Chloro-9H-beta-carbolin-8-ylcarbamoyl)-2,2-dimethyl-morpholin-4-yl]-acetic acid), CC1CNCC(O1)C (2,6-dimethyl morpholine). Yields the product ClC=1C=C2C=3C=CN=CC3NC2=C(C1)NC(=O)C1N(CC(OC1)(C)C)CC(=O)N1CC(OC(C1)C)C (4-[2-(2,6-Dimethyl-morpholin-4-yl)-2-oxo-ethyl]-6,6-dimethyl-morpholine-3-carboxylic acid (6-chloro-9H-b-carbolin-8-yl)-amide). As a reaction SMILES: [Cl:1][C:2]1[CH:3]=[C:4]2[C:12](=[C:13]([NH:15][C:16]([CH:18]3[N:23]([CH2:24][C:25](O)=[O:26])[CH2:22][C:21]([CH3:29])([CH3:28])[O:20][CH2:19]3)=[O:17])[CH:14]=1)[NH:11][C:10]1[CH:9]=[N:8][CH:7]=[CH:6][C:5]2=1.[CH3:30][CH:31]1[O:36][CH:35]([CH3:37])[CH2:34][NH:33][CH2:32]1>>[Cl:1][C:2]1[CH:3]=[C:4]2[C:12](=[C:13]([NH:15][C:16]([CH:18]3[CH2:19][O:20][C:21]([CH3:29])([CH3:28])[CH2:22][N:23]3[CH2:24][C:25]([N:33]3[CH2:32][CH:31]([CH3:30])[O:36][CH:35]([CH3:37])[CH2:34]3)=[O:26])=[O:17])[CH:14]=1)[NH:11][C:10]1[CH:9]=[N:8][CH:7]=[CH:6][C:5]2=1. Procedure: The desired compound was prepared using [5-(6-Chloro-9H-beta-carbolin-8-ylcarbamoyl)-2,2-dimethyl-morpholin-4-yl]-acetic acid and 2,6-dimethyl morpholine following Method F. Chromatographic purification gave the desired product in 70-80% yield. The reactants are C(C1=CC=CC=C1)OC(=O)Cl (Benzylchloroformate), [Si](C)(C)(C(C)(C)C)OC1CCC=2C=CC=C(C2C1)N (7-{[tert-butyl(dimethyl)silyl]oxy}-5,6,7,8-tetrahydronaphthalen-1-amine), C(C)(C)N(CC)C(C)C (diisopropylethylamine). Solvent: C(Cl)Cl (CH2Cl2). Conditions: time 18 hour. Product: C(C1=CC=CC=C1)OC(NC1=CC=CC=2CCC(CC12)O)=O ((7-Hydroxy-5,6,7,8-tetrahydronaphthalen-1-yl)carbamic acid benzyl ester). Isolated yield 99.5%. RXN SMILES: [CH2:1]([O:8][C:9](Cl)=[O:10])[C:2]1[CH:7]=[CH:6][CH:5]=[CH:4][CH:3]=1.[Si]([O:19][CH:20]1[CH2:29][C:28]2[C:27]([NH2:30])=[CH:26][CH:25]=[CH:24][C:23]=2[CH2:22][CH2:21]1)(C(C)(C)C)(C)C.C(N(C(C)C)CC)(C)C>C(Cl)Cl>[CH2:1]([O:8][C:9](=[O:10])[NH:30][C:27]1[C:28]2[CH2:29][CH:20]([OH:19])[CH2:21][CH2:22][C:23]=2[CH:24]=[CH:25][CH:26]=1)[C:2]1[CH:7]=[CH:6][CH:5]=[CH:4][CH:3]=1. Reported procedure: Benzylchloroformate (6.96 g, 40.8 mmol) was added dropwise to a solution of Example 18B (10.3 g, 37.1 mmol,) and diisopropylethylamine (7.20 g, 55.7 mmol) in 120 mL CH2Cl2 at 0° C. The mixture was stirred for 18 hours gradually warming to ambient temperature after which the volatiles were evaporated under reduced pressure. The residue was purified on silica gel eluting with 25% EtOAc/hexanes which yielded the benzyl carbamate as a light brown oil (15.2 g, 36.9 mmol). This product was taken up in... The reactants are COC1=C(C=CC=2C(=CC21)C(=O)O)OC (3,4-dimethoxybenzocyclobutene-1-carboxylic acid), C1=CC=CC=C1 (benzene), C(C(=O)Cl)(=O)Cl (oxalyl chloride), C(C=C)N (allylamine). Run in C(Cl)Cl (CH2Cl2), C(C)N(CC)CC (triethylamine), O (water). Conditions: time 2 hour. Product: COC1=C(C=CC=2C(=CC21)C(=O)NCC=C)OC (3,4-Dimethoxy-N-(2-propenyl)-benzocyclobutene-1-carboxamide). RXN SMILES: [CH3:1][O:2][C:3]1[C:10]2[CH:9]=[C:8]([C:11]([OH:13])=O)[C:7]=2[CH:6]=[CH:5][C:4]=1[O:14][CH3:15].C1C=CC=CC=1.C(Cl)(=O)C(Cl)=O.[CH2:28]([NH2:31])[CH:29]=[CH2:30]>O.C(Cl)Cl.C(N(CC)CC)C>[CH3:1][O:2][C:3]1[C:10]2[CH:9]=[C:8]([C:11]([NH:31][CH2:28][CH:29]=[CH2:30])=[O:13])[C:7]=2[CH:6]=[CH:5][C:4]=1[O:14][CH3:15]. Procedure: A solution of 3,4-dimethoxybenzocyclobutene-1-carboxylic acid and 400 mL benzene was stirred under N2 at 0° as oxalyl chloride (40.6 mL, 0.47 mole) was added dropwise. The reaction mixture was stirred for 2 hours at room temperature, then solvents were evaporated. Benzene was added and evaporated. The acid chloride was dissolved in CH2Cl2 (200 mL) and was added dropwise to a stirred, 0° solution of allylamine (8.5 mL, 0.11 mole), triethylamine (59 mL), and CH2Cl2 (212 mL). The reaction mixture w...